Dataset: the Open Reaction Database (ORD), a public repository of structured organic reaction records. Task: describe an organic reaction: reactants, conditions, products, and yield Reported procedure: The title compound, m.p. 238°-240° C., was synthesized from 2-chloro-5,11-dihydro-11-ethyl-4-methyl-6H-dipyrido[3,2-b:2',3'-e][1,4]diazepin-6-one and (S)-(+)-2-pyrrolidinemethanol using procedures analogous to those described above, except that the mixture was heated in a pressure bottle at 170° C. for 3 hrs, and the product was crystallized from chloroform/hexane. Product: C(C)N1C2=C(NC(C3=C1N=CC=C3)=O)C(=CC(=N2)N2[C@@H](CCC2)CO)C (5,11-Dihydro-11-ethyl-2-[(S)-2-(hydroxymethyl)pyrrolidin-1-yl]-4-methyl-6H-dipyrido[3,2-b:2',3'-e][1,4]diazepin-6-one). Reaction SMILES: Cl[C:2]1[CH:3]=[C:4]([CH3:20])[C:5]2[NH:6][C:7](=[O:19])[C:8]3[CH:18]=[CH:17][CH:16]=[N:15][C:9]=3[N:10]([CH2:13][CH3:14])[C:11]=2[N:12]=1.[NH:21]1[CH2:25][CH2:24][CH2:23][C@H:22]1[CH2:26][OH:27]>>[CH2:13]([N:10]1[C:9]2[N:15]=[CH:16][CH:17]=[CH:18][C:8]=2[C:7](=[O:19])[NH:6][C:5]2[C:4]([CH3:20])=[CH:3][C:2]([N:21]3[CH2:25][CH2:24][CH2:23][C@H:22]3[CH2:26][OH:27])=[N:12][C:11]1=2)[CH3:14]. The reactants are ClC=1C=C(C=2NC(C3=C(N(C2N1)CC)N=CC=C3)=O)C (2-chloro-5,11-dihydro-11-ethyl-4-methyl-6H-dipyrido[3,2-b:2',3'-e][1,4]diazepin-6-one), N1[C@@H](CCC1)CO ((S)-(+)-2-pyrrolidinemethanol). Starting materials: C([O-])([O-])=O.[Na+].[Na+] (sodium carbonate), C(C)(=O)Cl (acetyl chloride), CO (methanol), C(=O)(O)C1=C(OC(=CC1=O)C)C (3-carboxy-2,6-dimethylpyr-4-one). The solvent is C(Cl)Cl (methylene chloride). The product is C(=O)(OC)C1=C(OC(=CC1=O)C)C (3-carbomethoxy-2,6-dimethylpyr-4-one). As a reaction SMILES: [C:1]([C:4]1[C:9](=[O:10])[CH:8]=[C:7]([CH3:11])[O:6][C:5]=1[CH3:12])([OH:3])=[O:2].[C:13](Cl)(=O)C.CO.C(=O)([O-])[O-].[Na+].[Na+]>C(Cl)Cl>[C:1]([C:4]1[C:9](=[O:10])[CH:8]=[C:7]([CH3:11])[O:6][C:5]=1[CH3:12])([O:3][CH3:13])=[O:2] |f:3.4.5|. Procedure details: 42 g of 3-carboxy-2,6-dimethylpyr-4-one is dissolved in 250 ml of methylene chloride. In a second flask, 20 ml of acetyl chloride is cautiously added to 400 ml of methanol. The two solutions are mixed and refluxed for 5 hours. Solid sodium carbonate is added and the solvent removed after a water wash. The residue is distilled (115°-125° at 0.1 mm) to give 40 g of 3-carbomethoxy-2,6-dimethylpyr-4-one as a waxy solid. Reactants: COC(=O)c1cccc2[nH]c(-c3ccc(Cl)cc3)cc12, ClCCl, CN(C)C=O, O=P(Cl)(Cl)Cl. The product is COC(=O)c1cccc2[nH]c(-c3ccc(Cl)cc3)c(C=O)c12. RXN SMILES: [CH3:11][O:12][C:13](=[O:14])[c:15]1[c:16]2[cH:17][c:18](-[c:24]3[cH:25][cH:26][c:27]([Cl:30])[cH:28][cH:29]3)[nH:19][c:20]2[cH:21][cH:22][cH:23]1.[Cl:31][CH2:32][Cl:33].[O:6]=[CH:7][N:8]([CH3:9])[CH3:10].[P:1]([Cl:2])([Cl:3])([Cl:4])=[O:5]>>[O:6]=[CH:7][c:17]1[c:16]2[c:15]([C:13]([O:12][CH3:11])=[O:14])[cH:23][cH:22][cH:21][c:20]2[nH:19][c:18]1-[c:24]1[cH:25][cH:26][c:27]([Cl:30])[cH:28][cH:29]1. Reactants: ClC1=C(C=NC2=CN=C(C=C12)F)C#N (4-chloro-6-fluoro-1,7-naphthyridine-3-carbonitrile), ClC=1C=C(N)C=CC1F (3-chloro-4-fluoroaniline). Solvent: COCCOC (DME). Run at temperature 140 celsius. Product: ClC=1C=C(C=CC1F)NC1=C(C=NC2=CN=C(C=C12)F)C#N (4-(3-chloro-4-fluorophenylamino)-6-fluoro-1,7-naphthyridine-3-carbonitrile). Isolated yield 99.0%. As a reaction SMILES: Cl[C:2]1[C:11]2[C:6](=[CH:7][N:8]=[C:9]([F:12])[CH:10]=2)[N:5]=[CH:4][C:3]=1[C:13]#[N:14].[Cl:15][C:16]1[CH:17]=[C:18]([CH:20]=[CH:21][C:22]=1[F:23])[NH2:19]>COCCOC>[Cl:15][C:16]1[CH:17]=[C:18]([NH:19][C:2]2[C:11]3[C:6](=[CH:7][N:8]=[C:9]([F:12])[CH:10]=3)[N:5]=[CH:4][C:3]=2[C:13]#[N:14])[CH:20]=[CH:21][C:22]=1[F:23]. Procedure: In a microwave vial, 4-chloro-6-fluoro-1,7-naphthyridine-3-carbonitrile (1.25 g, 6.02 mmol, prepared as described in Wissner et. al., Bioorg. Med. Chem. Lett., 14, 2004, 1411-1416) and 3-chloro-4-fluoroaniline (0.96 g, 6.6 mmol) were taken up in DME. The vial was crimp-sealed and heated in a microwave reactor at 140° C. for 10 minutes. This was repeated with a second batch of reagents. The contents of the two vials were transferred together to a separatory funnel and partitioned between EtOAc an... The reactants are OC1=CC=C(C=C1)C=1OC2=C(C1C(C1=CC(=C(C(=C1)C)C)C)=O)C=CC=C2 (2-p-Hydroxyphenyl-3-(3',4',5'-trimethylbenzoyl)benzofuran), C([O-])([O-])=O.[K+].[K+] (potassium carbonate), CN(CCCl)C (2-dimethylaminoethyl chloride). Solvent: CC(=O)C (acetone). Yields the product CN(CCOC1=CC=C(C=C1)C=1OC2=C(C1C(C1=CC(=C(C(=C1)C)C)C)=O)C=CC=C2)C (2-[4'-(2-Dimethylaminoethoxy)phenyl]-3-(3',4',5'-trimethylbenzoyl)benzofuran). Reaction SMILES: [OH:1][C:2]1[CH:7]=[CH:6][C:5]([C:8]2[O:9][C:10]3[CH:27]=[CH:26][CH:25]=[CH:24][C:11]=3[C:12]=2[C:13](=[O:23])[C:14]2[CH:19]=[C:18]([CH3:20])[C:17]([CH3:21])=[C:16]([CH3:22])[CH:15]=2)=[CH:4][CH:3]=1.C(=O)([O-])[O-].[K+].[K+].[CH3:34][N:35]([CH3:39])[CH2:36][CH2:37]Cl>CC(C)=O>[CH3:34][N:35]([CH3:39])[CH2:36][CH2:37][O:1][C:2]1[CH:7]=[CH:6][C:5]([C:8]2[O:9][C:10]3[CH:27]=[CH:26][CH:25]=[CH:24][C:11]=3[C:12]=2[C:13](=[O:23])[C:14]2[CH:19]=[C:18]([CH3:20])[C:17]([CH3:21])=[C:16]([CH3:22])[CH:15]=2)=[CH:4][CH:3]=1 |f:1.2.3|. Procedure details: 2-p-Hydroxyphenyl-3-(3',4',5'-trimethylbenzoyl)benzofuran (5.4 g., 15.3 mmol.) was dissolved in 200 ml. of dry acetone and 10.5 g. (0.076 mol.) of potassium carbonate and 2.10 g. (15.3 mmol.) of 2-dimethylaminoethyl chloride were added. The reaction mixture was refluxed for three hours, then it was cooled and filtered. The filtrate was concentrated under reduced pressure to give the title compound. Reactants: C(C=C)C1=C(C=C(C=C1C)[N+](=O)[O-])Cl (2-allyl-1-chloro-3-methyl-5-nitrobenzene). Reagents/catalysts: [Ni] (Ra—Ni). Solvent: CO (MeOH). Run at time 3 hour. Yields the product ClC=1C=C(N)C=C(C1CCC)C (3-chloro-5-methyl-4-propylaniline). Yield: 54.2%. Reaction SMILES: [CH2:1]([C:4]1[C:9]([CH3:10])=[CH:8][C:7]([N+:11]([O-])=O)=[CH:6][C:5]=1[Cl:14])[CH:2]=[CH2:3]>CO.[Ni]>[Cl:14][C:5]1[CH:6]=[C:7]([CH:8]=[C:9]([CH3:10])[C:4]=1[CH2:1][CH2:2][CH3:3])[NH2:11]. Reported procedure: A solution of 2-allyl-1-chloro-3-methyl-5-nitrobenzene (450 mg, 2.13 mmol) in 43 mL of MeOH was put on an H-cube with a Ra—Ni cartridge, the reaction was at room temperature and under 2 atm of H2 for 3 hr. The reaction was concentrated under reduced pressure. The residue was purified by silica gel flash chromatography, 100% Heptane-15% Ethyl Acetate/85% Heptane, to give 3-chloro-5-methyl-4-propylaniline (212 mg). LCMS retention time=1.34 minutes (LC method 1); MS (m+1)=184.1. 1H NMR (400 MHz, DM... Reactants: COC1=C(C(=C(C=C1OCOC)OC)OCOC)CCCCCSCCCCCC1=C(C(=CC(=C1OCOC)OC)OCOC)OC (bis{5-[2,5-dimethoxy-3,6-bis(methoxymethoxy)phenyl]pentyl} sulfide), C(C)(=O)OCC.CCCCCC (ethyl acetate n-hexane), O1CCCC1.C(C)(C)O (tetrahydrofuran isopropanol), Cl (hydrogen chloride). Run in O1CCCC1 (tetrahydrofuran), C(C)(C)O (isopropanol), CO (methanol). Run at time 1 hour. Yields the product COC1=C(C(C(=CC1=O)OC)=O)CCCCCSCCCCCC=1C(C(=CC(C1OC)=O)OC)=O (bis[5-(3,6-dimethoxy-1,4-benzoquinon-2-yl)pentyl] sulfide). Yield: 70.2%. As a reaction SMILES: [CH3:1][O:2][C:3]1[C:8]([O:9]COC)=[CH:7][C:6]([O:13][CH3:14])=[C:5]([O:15]COC)[C:4]=1[CH2:19][CH2:20][CH2:21][CH2:22][CH2:23][S:24][CH2:25][CH2:26][CH2:27][CH2:28][CH2:29][C:30]1[C:35]([O:36][CH2:37]OC)=[C:34]([O:40]C)[CH:33]=[C:32]([O:42][CH2:43]OC)[C:31]=1[O:46]C.O1CCCC1.C(O)(C)C.Cl.C(OCC)(=O)C.CCCCCC>O1CCCC1.C(O)(C)C.CO>[CH3:37][O:36][C:35]1[C:34](=[O:40])[CH:33]=[C:32]([O:42][CH3:43])[C:31](=[O:46])[C:30]=1[CH2:29][CH2:28][CH2:27][CH2:26][CH2:25][S:24][CH2:23][CH2:22][CH2:21][CH2:20][CH2:19][C:4]1[C:5](=[O:15])[C:6]([O:13][CH3:14])=[CH:7][C:8](=[O:9])[C:3]=1[O:2][CH3:1] |f:1.2,4.5|. Procedure: 118.0 Milligrams (0.17 mmole) of bis{5-[2,5-dimethoxy-3,6-bis(methoxymethoxy)phenyl]pentyl} sulfide was dissolved in a mixed solvent of 1 ml of tetrahydrofuran--1 ml of isopropanol. The gas phase in the reaction vessel was replaced three times with argon gas under reduced pressure deaeration. 0.2 Milliliters of tetrahydrofuran-isopropanol solution containing 20% (by weight) of hydrogen chloride was added to the reaction vessel, and the reaction mixture was stirred at room temperature for 1 hour,... Reactants: C[Zn](C)(C)([Li])([Li])c1ccccc1 (effective_coupling_partner), CC[Si](C)(C)Oc2ccc1ccccc1c2 (substrate). The reagents and catalysts are PCy3. Conditions: temperature 25 celsius, time 12 hour. Yields the product c3ccc(c2ccc1ccccc1c2)cc3.